Dataset: the Open Reaction Database (ORD), a public repository of structured organic reaction records. Task: describe an organic reaction: reactants, conditions, products, and yield As a reaction SMILES: [CH3:1][O:2][C:3]([CH:4]([CH2:5][C:6](=[O:7])[OH:8])[CH2:9][c:10]1[cH:11][cH:12][c:13]([O:16][CH3:17])[cH:14][cH:15]1)=[O:18].[CH3:41][C:42]#[N:43].[OH:19][n:20]1[c:21]2[c:22]([cH:23][cH:24][cH:25][cH:26]2)[n:27][n:28]1.[n:29]1[cH:30][cH:31][c:32]([N:35]2[CH2:36][CH2:37][NH:38][CH2:39][CH2:40]2)[cH:33][cH:34]1>>[CH3:1][O:2][C:3]([CH:4]([CH2:5][C:6](=[O:8])[N:38]1[CH2:37][CH2:36][N:35]([c:32]2[cH:31][cH:30][n:29][cH:34][cH:33]2)[CH2:40][CH2:39]1)[CH2:9][c:10]1[cH:11][cH:12][c:13]([O:16][CH3:17])[cH:14][cH:15]1)=[O:18]. The product is COC(=O)C(CC(=O)N1CCN(c2ccncc2)CC1)Cc1ccc(OC)cc1. Starting materials: COC(=O)C(CC(=O)O)Cc1ccc(OC)cc1, CC#N, On1nnc2ccccc21, c1cc(N2CCNCC2)ccn1. Reactants: ClC1=NC(=NC(=C1)C)SCC#N ((4-chloro-6methyl-2-pyrimidinylthio)aceto nitrile), COC1=CC=C(C=C1)N (p-anisidine), C([O-])([O-])=O.[Na+].[Na+] (sodium carbonate). Solvent: C(C)O (ethanol). The product is COC1=CC=C(C=C1)NC1=NC(=NC(=C1)C)SCC#N ([4-(p-Anisidino)-6-Methyl-2-Pyrimidinylthio]Acetonitrile). RXN SMILES: Cl[C:2]1[CH:7]=[C:6]([CH3:8])[N:5]=[C:4]([S:9][CH2:10][C:11]#[N:12])[N:3]=1.[CH3:13][O:14][C:15]1[CH:20]=[CH:19][C:18]([NH2:21])=[CH:17][CH:16]=1.C(=O)([O-])[O-].[Na+].[Na+]>C(O)C>[CH3:13][O:14][C:15]1[CH:20]=[CH:19][C:18]([NH:21][C:2]2[CH:7]=[C:6]([CH3:8])[N:5]=[C:4]([S:9][CH2:10][C:11]#[N:12])[N:3]=2)=[CH:17][CH:16]=1 |f:2.3.4|. Procedure: A stirred mixture of 15.0 g. (0.075 mole) of (4-chloro-6methyl-2-pyrimidinylthio)aceto nitrile, 10.0g. (0.075 mole) p-anisidine and 7.5 g. (0.075 mole) of sodium carbonate in 150 ml of ethanol was heated under reflux for five hours. The mixture was filtered and the filtrate was evaporated in a rotary evaporator. The oily residue was dissolved in ethyl acetate. Dilution of the ethyl acetate solution with petroleum ether and cooling in ice yielded a precipitate. This solid was collected and recrys... Reactants: FC=1C=CC2=C(SC(=C2)S(=O)(=O)Cl)C1 (6-fluoro-benzo[b]thiophene-2-sulfonyl chloride), Cl.N[C@@H]1C(N(CC1)CC1=CC2=NC=CC=C2O1)=O (3-(S)-amino-1-(furo[3,2-b]pyridin-2-ylmethyl)-pyrrolidin-2-one hydrochloride). The product is O1C(=CC2=NC=CC=C21)CN2C([C@H](CC2)NS(=O)(=O)C2=CC1=C(S2)C=C(C=C1)Cl)=O (6-Chloro-benzo[b]thiophene-2-sulfonic Acid (1-Furo[3,2-b]pyridin-2-ylmethyl-2-oxopyrrolidin-3-(S)-yl)-amide). As a reaction SMILES: F[C:2]1[CH:3]=[CH:4][C:5]2[CH:9]=[C:8]([S:10](Cl)(=[O:12])=[O:11])[S:7][C:6]=2[CH:14]=1.[ClH:15].[NH2:16][C@H:17]1[CH2:21][CH2:20][N:19]([CH2:22][C:23]2[O:31][C:30]3[C:25](=[N:26][CH:27]=[CH:28][CH:29]=3)[CH:24]=2)[C:18]1=[O:32]>>[O:31]1[C:30]2[C:25](=[N:26][CH:27]=[CH:28][CH:29]=2)[CH:24]=[C:23]1[CH2:22][N:19]1[CH2:20][CH2:21][C@H:17]([NH:16][S:10]([C:8]2[S:7][C:6]3[CH:14]=[C:2]([Cl:15])[CH:3]=[CH:4][C:5]=3[CH:9]=2)(=[O:12])=[O:11])[C:18]1=[O:32] |f:1.2|. Reported procedure: The title compound is prepared as described in EXAMPLE 1, Part K using 6-fluoro-benzo[b]thiophene-2-sulfonyl chloride and 3-(S)-amino-1-(furo[3,2-b]pyridin-2-ylmethyl)-pyrrolidin-2-one hydrochloride as starting material. The crude product is purified by column chromatography eluting with 66% EtOAc/CH2Cl2 to provide the title compound as a white solid. Run in CCO (EtOH). Procedure details: To a stirred solution of 3-chloro-1-methyl-5-nitropyridin-2(1H)-one (Step 5.1) (10.38 g, 55.0 mmol), EtOH (200 mL) and NH4Cl (79 mL, 550 mmol) was added iron (9.22 g, 165 mmol). The reaction mixture was stirred for 1 hr at 85° C., filtered through a pad of celite, and concentrated. The crude material was purified by silica gel column chromatography (CH2Cl2/MeOH 2-10%) to afford the title product (6.77 g, 42.7 mmol, 78% yield) as a black solid. tR: 0.29 min (LC-MS 1); ESI-MS: 159 [M+H]+ (LC-MS 1)... Conditions: temperature 85 celsius, time 1 hour. Yields the product NC=1C=C(C(N(C1)C)=O)Cl (5-amino-3-chloro-1-methylpyridin-2(1H)-one). As a reaction SMILES: [Cl:1][C:2]1[C:3](=[O:12])[N:4]([CH3:11])[CH:5]=[C:6]([N+:8]([O-])=O)[CH:7]=1.[NH4+].[Cl-]>[Fe].CCO>[NH2:8][C:6]1[CH:7]=[C:2]([Cl:1])[C:3](=[O:12])[N:4]([CH3:11])[CH:5]=1 |f:1.2|. Reactants: ClC=1C(N(C=C(C1)[N+](=O)[O-])C)=O (3-chloro-1-methyl-5-nitropyridin-2(1H)-one), [NH4+].[Cl-] (NH4Cl). Isolated yield 77.6%. The reagents and catalysts are [Fe] (iron). Yield: 97.4%. RXN SMILES: [F:1][C:2]1[CH:3]=[N:4][C:5]([N:12]2[CH2:15][CH:14]([NH:16][C:17]3[CH:22]=[CH:21][C:20]([F:23])=[CH:19][C:18]=3[CH3:24])[CH2:13]2)=[C:6]([CH:11]=1)[C:7]([O:9]C)=[O:8].[OH-].[Na+]>O1CCOCC1.O>[F:1][C:2]1[CH:3]=[N:4][C:5]([N:12]2[CH2:13][CH:14]([NH:16][C:17]3[CH:22]=[CH:21][C:20]([F:23])=[CH:19][C:18]=3[CH3:24])[CH2:15]2)=[C:6]([CH:11]=1)[C:7]([OH:9])=[O:8] |f:1.2,3.4|. Run at temperature 60 celsius, time 2 hour. Procedure details: To a solution of methyl 5-fluoro-2-(3-((4-fluoro-2-methylphenyl)amino)azetidin-1-yl)nicotinate (D90) (150 mg, 0.450 mmol) in 1,4-dioxane/water (3 ml/1 ml), 1M NaOH (0.675 ml, 0.657 mmol) was added and the resulting mixture was stirred 2 h at 60° C. Organic solvent was evaporated. The remaining aqueous were washed with dichloromethane (5 ml) then acidified to pH2 by addition of 2M HCl and extracted with ethylacetate (3×20 ml). Collected organics, after solvent evaporation afforded the title compo... The solvent is O1CCOCC1.O (1,4-dioxane water). Reactants: FC=1C=NC(=C(C(=O)OC)C1)N1CC(C1)NC1=C(C=C(C=C1)F)C (methyl 5-fluoro-2-(3-((4-fluoro-2-methylphenyl)amino)azetidin-1-yl)nicotinate), [OH-].[Na+] (NaOH). Product: FC=1C=NC(=C(C(=O)O)C1)N1CC(C1)NC1=C(C=C(C=C1)F)C (5-fluoro-2-(3-((4-fluoro-2-methylphenyl)amino)azetidin-1-yl)nicotinic acid).